Dataset: the Open Reaction Database (ORD), a public repository of structured organic reaction records. Task: describe an organic reaction: reactants, conditions, products, and yield Starting materials: [BH4-], O=CCCc1nccn1Cc1ccccc1, CCO, CC#N, COc1ccc(S(=O)(=O)NCCc2ccc(C(C)(C)N)cc2)cc1, [Na+], [Na+], [OH-]. Product: COc1ccc(S(=O)(=O)NCCc2ccc(C(C)(C)NCCCc3nccn3Cc3ccccc3)cc2)cc1. Reaction SMILES: [BH4-:41].[CH2:25]([c:26]1[cH:27][cH:28][cH:29][cH:30][cH:31]1)[n:32]1[c:33]([CH2:37][CH2:38][CH:39]=[O:40])[n:34][cH:35][cH:36]1.[CH3:45][CH2:46][OH:47].[CH3:48][C:49]#[N:50].[NH2:1][C:2]([CH3:3])([CH3:4])[c:5]1[cH:6][cH:7][c:8]([CH2:11][CH2:12][NH:13][S:14](=[O:15])(=[O:16])[c:17]2[cH:18][cH:19][c:20]([O:23][CH3:24])[cH:21][cH:22]2)[cH:9][cH:10]1.[Na+:42].[Na+:44].[OH-:43]>>[NH:1]([C:2]([CH3:3])([CH3:4])[c:5]1[cH:6][cH:7][c:8]([CH2:11][CH2:12][NH:13][S:14](=[O:15])(=[O:16])[c:17]2[cH:18][cH:19][c:20]([O:23][CH3:24])[cH:21][cH:22]2)[cH:9][cH:10]1)[CH2:39][CH2:38][CH2:37][c:33]1[n:32]([CH2:25][c:26]2[cH:27][cH:28][cH:29][cH:30][cH:31]2)[cH:36][cH:35][n:34]1. Procedure: Anhydrous 5-methylbenzene-1,3-diol (3.678 g), 3,3-dimethylacrylic acid (3.3 mL) and aluminum chloride (14.76 g) were added to phosphoryl chloride (45 mL) and the mixture was shaken at room temperature for 6 hours. The reaction solution was poured into ice, and the precipitates were filtered, washed with water and dried. The precipitates were purified by column chromatography on silica gel (Solvent; petroleum ether/ethyl acetate=25/1) to give the titled compound (3.8 g) as a colorless powder. Run at time 6 hour. Starting materials: CC=1C=C(C=C(C1)O)O (5-methylbenzene-1,3-diol), CC(=CC(=O)O)C (3,3-dimethylacrylic acid), [Cl-].[Al+3].[Cl-].[Cl-] (aluminum chloride), P(=O)(Cl)(Cl)Cl (phosphoryl chloride). Product: OC1=CC(=C2C(CC(OC2=C1)(C)C)=O)C (7-hydroxy-2,2,5-trimethyl-3,4-dihydro-2H-chromen-4-one). Reaction SMILES: [CH3:1][C:2]1[CH:3]=[C:4]([OH:9])[CH:5]=[C:6]([OH:8])[CH:7]=1.[CH3:10][C:11]([CH3:16])=[CH:12][C:13](O)=[O:14].[Cl-].[Al+3].[Cl-].[Cl-].P(Cl)(Cl)(Cl)=O>>[OH:8][C:6]1[CH:5]=[C:4]2[C:3]([C:13](=[O:14])[CH2:12][C:11]([CH3:16])([CH3:10])[O:9]2)=[C:2]([CH3:1])[CH:7]=1 |f:2.3.4.5|. Product: C(C)(C)(C)C=CC1=CC=CC=C1.C=CC1=CC=CC=C1 (t-Butylstyrene Styrene). Run at time 22.5 minute. Procedure details: Under anaerobic and anhydrous conditions 400 ml of purified benzene is charged to a polymerization vessel followed by 0.53 milliequivalents of n-butyllithium in heptane. t-Butylstyrene (9.0 g, 0.056 mole) is added at about 30° C., and the resultant solution is stirred 15-30 minutes at 30°-60° C. Six more monomer additions are made as follows: styrene (18.0 g, 0.173 mole), t-butylstyrene (9.0 g), styrene (18.0 g), t-butylstyrene (9.0 g), styrene (18.0 g), and t-butylstyrene (9.0 g). Between addit... Reactants: C1=CC=CC=C1 (benzene), C(C)(C)(C)C=CC1=CC=CC=C1 (t-butylstyrene), resultant solution, C=CC1=CC=CC=C1 (styrene), C(C)(C)(C)C=CC1=CC=CC=C1 (t-butylstyrene), C=CC1=CC=CC=C1 (styrene), C=CC1=CC=CC=C1 (styrene), C(CCC)[Li] (n-butyllithium), C(C)(C)(C)C=CC1=CC=CC=C1 (t-Butylstyrene), C(C)(C)(C)C=CC1=CC=CC=C1 (t-butylstyrene). Reaction SMILES: C1C=CC=CC=1.C([Li])CCC.[C:12]([CH:16]=[CH:17][C:18]1[CH:23]=[CH:22][CH:21]=[CH:20][CH:19]=1)([CH3:15])([CH3:14])[CH3:13].[CH2:24]=[CH:25][C:26]1[CH:31]=[CH:30][CH:29]=[CH:28][CH:27]=1>CCCCCCC.CO>[C:12]([CH:16]=[CH:17][C:18]1[CH:19]=[CH:20][CH:21]=[CH:22][CH:23]=1)([CH3:15])([CH3:13])[CH3:14].[CH2:24]=[CH:25][C:26]1[CH:31]=[CH:30][CH:29]=[CH:28][CH:27]=1 |f:6.7|. The solvent is CO (methanol), CO (methanol), CCCCCCC (heptane). The reactants are Cc1cncc(C(=O)NC2(C#N)CCNCC2)c1, [BH3-]C#N, CCOc1cc(C=O)ccc1C, CCN(C(C)C)C(C)C, CC(C)[O-], CC(C)[O-], CC(C)[O-], CC(C)[O-], CC(C)O, Cl, Cl, [Na+], [Ti+4]. As a reaction SMILES: [C:3](#[N:4])[C:5]1([NH:11][C:12]([c:13]2[cH:14][n:15][cH:16][c:17]([CH3:19])[cH:18]2)=[O:20])[CH2:6][CH2:7][NH:8][CH2:9][CH2:10]1.[C:42]([BH3-:43])#[N:44].[CH2:21]([CH3:22])[O:23][c:24]1[cH:25][c:26]([CH:27]=[O:28])[cH:29][cH:30][c:31]1[CH3:32].[CH2:33]([N:34]([CH:35]([CH3:36])[CH3:37])[CH:38]([CH3:39])[CH3:40])[CH3:41].[CH3:50][CH:51]([CH3:52])[O-:53].[CH3:54][CH:55]([CH3:56])[O-:57].[CH3:58][CH:59]([CH3:60])[O-:61].[CH3:62][CH:63]([CH3:64])[O-:65].[CH:46]([OH:47])([CH3:48])[CH3:49].[ClH:1].[ClH:2].[Na+:45].[Ti+4:66]>>[C:3](#[N:4])[C:5]1([NH:11][C:12]([c:13]2[cH:14][n:15][cH:16][c:17]([CH3:19])[cH:18]2)=[O:20])[CH2:6][CH2:7][N:8]([CH2:27][c:26]2[cH:25][c:24]([O:23][CH2:21][CH3:22])[c:31]([CH3:32])[cH:30][cH:29]2)[CH2:9][CH2:10]1. Yields the product CCOc1cc(CN2CCC(C#N)(NC(=O)c3cncc(C)c3)CC2)ccc1C. The reactants are [N+](=O)([O-])C1=C(C=CC=C1)C (o-nitrotoluene), ClS(=O)(=O)O (chlorosulfonic acid), S(N)(O)(=O)=O (sulfamic acid), ice water. Reaction conditions: temperature 40 celsius, time 1 hour. The product is [N+](=O)([O-])C1=C(C=CC(=C1)S(=O)(=O)Cl)C (2-Nitrotoluene-4-sulfonyl chloride). As a reaction SMILES: [N+:1]([C:4]1[CH:9]=[CH:8][CH:7]=[CH:6][C:5]=1[CH3:10])([O-:3])=[O:2].[Cl:11][S:12](O)(=[O:14])=[O:13].S(=O)(=O)(O)N>>[N+:1]([C:4]1[CH:9]=[C:8]([S:12]([Cl:11])(=[O:14])=[O:13])[CH:7]=[CH:6][C:5]=1[CH3:10])([O-:3])=[O:2]. Reported procedure: 137.1 g (1.0 mol) of o-nitrotoluene are added dropwise to 535.9 g (4.6 mol) of chlorosulfonic acid and 2 g of sulfamic acid such that the temperature does not exceed 40° C. The mixture is then stirred at 40° C. for 1 hour and slowly heated to 105° C. It is then stirred at 105° C. for 6 hours, cooled and added dropwise to ice water at 0 to 5° C. The precipitated crystals are filtered off with suction and washed with ice water. 236.1 g of 2-nitrotoluene-4-sulfonyl chloride (water content 10.8%), c... The reactants are ClCCl, O=C=NS(=O)(=O)c1ccccc1Cl, COCCOc1cc(C)nc(N)n1. Product: COCCOc1cc(C)nc(NC(=O)NS(=O)(=O)c2ccccc2Cl)n1. RXN SMILES: [CH2:27]([Cl:28])[Cl:29].[Cl:14][c:15]1[c:16]([S:21](=[O:22])(=[O:23])[N:24]=[C:25]=[O:26])[cH:17][cH:18][cH:19][cH:20]1.[NH2:1][c:2]1[n:3][c:4]([CH3:13])[cH:5][c:6]([O:8][CH2:9][CH2:10][O:11][CH3:12])[n:7]1>>[NH:1]([c:2]1[n:3][c:4]([CH3:13])[cH:5][c:6]([O:8][CH2:9][CH2:10][O:11][CH3:12])[n:7]1)[C:25]([NH:24][S:21]([c:16]1[c:15]([Cl:14])[cH:20][cH:19][cH:18][cH:17]1)(=[O:22])=[O:23])=[O:26]. Product: ClC1=C(C=C(C=C1)N(C[C@H]1NCCC1)C(C)C)OC ((4-Chloro-3-methoxy-phenyl)-isopropyl-(S)-1-pyrrolidin-2-ylmethyl-amine). Reactants: C(C)(C)(C)OC(=O)N1[C@@H](CCC1)CNC1=CC(=C(C=C1)Cl)OC ((S)-2-[(4-chloro-3-methoxy-phenylamino)-methyl]-pyrrolidine-1-carboxylic acid tert-butyl ester), COC(=C)C (2-methoxypropene), FC(C(=O)O)(F)F (trifluoracetic acid), C(C)(=O)O[BH-](OC(C)=O)OC(C)=O.[Na+] (sodium triacetoxyborohydride). RXN SMILES: C(OC([N:8]1[CH2:12][CH2:11][CH2:10][C@H:9]1[CH2:13][NH:14][C:15]1[CH:20]=[CH:19][C:18]([Cl:21])=[C:17]([O:22][CH3:23])[CH:16]=1)=O)(C)(C)C.CO[C:26]([CH3:28])=[CH2:27].FC(F)(F)C(O)=O.C(O[BH-](OC(=O)C)OC(=O)C)(=O)C.[Na+]>C(=O)(O)[O-].[Na+]>[Cl:21][C:18]1[CH:19]=[CH:20][C:15]([N:14]([CH:26]([CH3:28])[CH3:27])[CH2:13][C@@H:9]2[CH2:10][CH2:11][CH2:12][NH:8]2)=[CH:16][C:17]=1[O:22][CH3:23] |f:3.4,5.6|. Solvent: C([O-])(O)=O.[Na+] (sodium bicarbonate). Reported procedure: To a solution of (S)-2-[(4-chloro-3-methoxy-phenylamino)-methyl]-pyrrolidine-1-carboxylic acid tert-butyl ester (0.68 g, 2.0 mmol) were added 2-methoxypropene (0.216 g, 3.0 mmol), trifluoracetic acid (0.228 g, 2.0 mmol) and sodium triacetoxyborohydride (0.64 g, 3.0 mmol). The mixture was stirred overnight at 60° C. Saturated sodium bicarbonate solution (10 ml) was added and the mixture was extracted with ethyl acetate (3×30 ml). The combined organic layers were dried with magnesium sulphate, fil... Reaction conditions: temperature 60 celsius, time 8 hour.